This data is from the Open Reaction Database (ORD), a public repository of structured organic reaction records. The task is: describe an organic reaction: reactants, conditions, products, and yield The reactants are C=C1CC(=O)O1 (diketene), ClCl (chlorine), ClCC(CC(=O)Cl)=O (4-chloroacetoacetyl chloride), C1(=CC=CC=C1)SC(C)O (phenylthioethanol), N1=CC=CC=C1 (pyridine). Solvent: C(Cl)Cl (methylene chloride), O (water), C(Cl)Cl (methylene chloride), C(Cl)Cl (methylene chloride). Yields the product ClCC(CC(=O)OCCSC1=CC=CC=C1)=O (phenylthioethyl 4-chloroacetoacetate). Reaction SMILES: [CH2:1]=[C:2]1[O:6][C:4](=[O:5])[CH2:3]1.ClCl.[Cl:9][CH2:10][C:11](=[O:16])CC(Cl)=O.[C:17]1([S:23]C(O)C)[CH:22]=[CH:21][CH:20]=[CH:19][CH:18]=1.N1C=CC=CC=1>C(Cl)Cl.O>[Cl:9][CH2:10][C:11](=[O:16])[CH2:3][C:4]([O:6][CH2:2][CH2:1][S:23][C:17]1[CH:18]=[CH:19][CH:20]=[CH:21][CH:22]=1)=[O:5]. Procedure details: In 100 ml of methylene chloride was dissolved 35.4 g (0.421 mole) of diketene. The solution was cooled to -30° to -35° C. and 29.5 g (0.415 mole) of chlorine was bubbled into the solution for about an hour to prepare 4-chloroacetoacetyl chloride. The solution was cooled to 40° C. or below and a solution of 50 g (0.324 mole) of phenylthioethanol and 25.6 g (0.324 mole) of pyridine in 52 ml of methylene chloride was added dropwise to the solution at -20° C. or below over a period of about an hour.... The reactants are O=C([O-])[O-], CCCI, CN(C)C=O, [K+], [K+], Cc1nc(N2CCc3ccccc3CC2)c(C#N)c(=O)n1O. Product: CCCOn1c(C)nc(N2CCc3ccccc3CC2)c(C#N)c1=O. Reaction SMILES: [C:27](=[O:28])([O-:29])[O-:30].[CH2:23]([CH2:24][CH3:25])[I:26].[CH3:33][N:34]([CH3:35])[CH:36]=[O:37].[K+:31].[K+:32].[OH:1][n:2]1[c:3]([CH3:22])[n:4][c:5]([N:11]2[CH2:12][CH2:13][c:14]3[c:15]([cH:18][cH:19][cH:20][cH:21]3)[CH2:16][CH2:17]2)[c:6]([C:9]#[N:10])[c:7]1=[O:8]>>[O:1]([n:2]1[c:3]([CH3:22])[n:4][c:5]([N:11]2[CH2:12][CH2:13][c:14]3[c:15]([cH:18][cH:19][cH:20][cH:21]3)[CH2:16][CH2:17]2)[c:6]([C:9]#[N:10])[c:7]1=[O:8])[CH2:23][CH2:24][CH3:25]. Starting materials: C(C)(C)(C)OC(=O)N[C@H](C(=O)O)CF ((R)-2-tert-Butoxycarbonylamino-3-fluoro-propionic acid), C(C)N1CCOCC1 (N-ethylmorpholine), [B-](F)(F)(F)F.CCOC(=O)C(=NOC(=[N+](C)C)N(C)C)C#N (TOTU), C(C)OC(=O)N1CCNCC1 (1-ethoxycarbonylpiperazine). Run in C(C)(=O)OCC (ethyl acetate). Run at time 12 hour. Yields the product C(C)OC(=O)N1CCN(CC1)C([C@H](CF)NC(=O)OC(C)(C)C)=O (4-((R)-2-tert-Butoxycarbonylamino-3-fluoro-propionyl)-piperazine-1-carboxylic acid ethyl ester). As a reaction SMILES: [C:1]([O:5][C:6]([NH:8][C@@H:9]([CH2:13][F:14])[C:10]([OH:12])=O)=[O:7])([CH3:4])([CH3:3])[CH3:2].C(N1CCOCC1)C.[B-](F)(F)(F)F.CCOC(C(C#N)=NOC(N(C)C)=[N+](C)C)=O.[CH2:45]([O:47][C:48]([N:50]1[CH2:55][CH2:54][NH:53][CH2:52][CH2:51]1)=[O:49])[CH3:46]>C(OCC)(=O)C>[CH2:45]([O:47][C:48]([N:50]1[CH2:51][CH2:52][N:53]([C:10](=[O:12])[C@@H:9]([NH:8][C:6]([O:5][C:1]([CH3:2])([CH3:3])[CH3:4])=[O:7])[CH2:13][F:14])[CH2:54][CH2:55]1)=[O:49])[CH3:46] |f:2.3|. Reported procedure: To a solution of 150 mg (R)-2-tert-Butoxycarbonylamino-3-fluoro-propionic acid were added 0.18 ml N-ethylmorpholine, 237 mg TOTU and 115 mg 1-ethoxycarbonylpiperazine. After stirring for 12 h the reaction mixture was diluted with ethyl acetate and washed with aqueous LiCl (4%), 0.1 M HCl, saturated aqueous NaHCO3 and brine. The crude product obtained was used without further purification. Yield: 160 mg. Starting materials: NC=1SC2=C(N1)CCC(C2)NCCC ((±)-2-amino-6-propylamino-4,5,6,7-tetrahydrobenzothiazole), Br (hydrobromic acid). The solvent is CO (methanol). Product: Br.NC=1SC2=C(N1)CCC(C2)NCCC ((±)-2-amino-6-propylamino-4,5,6,7-tetrahydrobenzothiazole monohydrobromide). Reaction SMILES: [NH2:1][C:2]1[S:3][C:4]2[CH2:10][CH:9]([NH:11][CH2:12][CH2:13][CH3:14])[CH2:8][CH2:7][C:5]=2[N:6]=1.[BrH:15]>CO>[BrH:15].[NH2:1][C:2]1[S:3][C:4]2[CH2:10][CH:9]([NH:11][CH2:12][CH2:13][CH3:14])[CH2:8][CH2:7][C:5]=2[N:6]=1 |f:3.4|. Procedure: 4.00 g of (±)-2-amino-6-propylamino-4,5,6,7-tetrahydrobenzothiazole was dissolved in 10 mL of hot methanol and 2.2 mL of 48% hydrobromic acid was added. The obtained suspension was stirred, cooled and precipitated solid was filtered off. The cake was washed with cold methanol and air-dried to give 2.7 g of (±)-2-amino-6-propylamino-4,5,6,7-tetrahydrobenzothiazole monohydrobromide with m.p. 236-245° C. The reactants are O=C([O-])[O-], C=CCBr, CN(C)C=O, CCOC(C)=O, CC(C)(C)OC(=O)C1CC2(c3ccccc3)NC1CCC2OCc1cc(C(F)(F)F)cc(C(F)(F)F)c1, [K+], [K+]. RXN SMILES: [C:38](=[O:39])([O-:40])[O-:41].[CH2:44]([CH:45]=[CH2:46])[Br:47].[CH3:48][N:49]([CH3:50])[CH:51]=[O:52].[CH3:53][CH2:54][O:55][C:56](=[O:57])[CH3:58].[F:1][C:2]([c:3]1[cH:4][c:5]([CH2:13][O:14][CH:15]2[C:16]3([c:30]4[cH:31][cH:32][cH:33][cH:34][cH:35]4)[CH2:17][CH:18]([C:23](=[O:24])[O:25][C:26]([CH3:27])([CH3:28])[CH3:29])[CH:19]([CH2:20][CH2:21]2)[NH:22]3)[cH:6][c:7]([C:9]([F:10])([F:11])[F:12])[cH:8]1)([F:36])[F:37].[K+:42].[K+:43]>>[F:1][C:2]([c:3]1[cH:4][c:5]([CH2:13][O:14][CH:15]2[C:16]3([c:30]4[cH:31][cH:32][cH:33][cH:34][cH:35]4)[CH2:17][CH:18]([C:23](=[O:24])[O:25][C:26]([CH3:27])([CH3:28])[CH3:29])[CH:19]([CH2:20][CH2:21]2)[N:22]3[CH2:46][CH:45]=[CH2:44])[cH:6][c:7]([C:9]([F:10])([F:11])[F:12])[cH:8]1)([F:36])[F:37]. The product is C=CCN1C2CCC(OCc3cc(C(F)(F)F)cc(C(F)(F)F)c3)C1(c1ccccc1)CC2C(=O)OC(C)(C)C. Starting materials: O=C([O-])[O-], COC(=O)CCc1ccc(NCc2cccc(-c3c(C)cccc3C)c2)cc1, CC(C)=O, CI, [K+], [K+]. Product: COC(=O)CCc1ccc(N(C)Cc2cccc(-c3c(C)cccc3C)c2)cc1. As a reaction SMILES: [C:31](=[O:32])([O-:33])[O-:34].[CH3:1][c:2]1[c:3](-[c:9]2[cH:10][c:11]([CH2:15][NH:16][c:17]3[cH:18][cH:19][c:20]([CH2:23][CH2:24][C:25](=[O:26])[O:27][CH3:28])[cH:21][cH:22]3)[cH:12][cH:13][cH:14]2)[c:4]([CH3:8])[cH:5][cH:6][cH:7]1.[CH3:37][C:38](=[O:39])[CH3:40].[I:29][CH3:30].[K+:35].[K+:36]>>[CH3:1][c:2]1[c:3](-[c:9]2[cH:10][c:11]([CH2:15][N:16]([c:17]3[cH:18][cH:19][c:20]([CH2:23][CH2:24][C:25](=[O:26])[O:27][CH3:28])[cH:21][cH:22]3)[CH3:31])[cH:12][cH:13][cH:14]2)[c:4]([CH3:8])[cH:5][cH:6][cH:7]1. Starting materials: P(N(C)C)(N(C)C)N(C)C ((Me2N)3P), C(F)(F)(Br)Br (CF2Br2), COC1=CC=C(CN2CC(CC2=O)C=O)C=C1 (1-(4-methoxy-benzyl)-5-oxo-pyrrolidine-3-carbaldehyde), [PH4+] (phosphonium). Reaction conditions: time 1 hour. Procedure: In a three necked flask under argon, (Me2N)3P (11.53 ml, 0.063 mol) is added to a solution of CF2Br2 (6.6 g, 0.031 mol) in THF (30 ml) at −78° C. (appearance of a white precipitate) and warmed to room temperature. A solution of the 1-(4-methoxy-benzyl)-5-oxo-pyrrolidine-3-carbaldehyde a3 (3.7 g, 0.016 mol) in THF (30 ml) is added dropwise to the pre-formed phosphonium salt. After 1 h, the reaction mixture is filtered through celite and concentrated in vacuo. The reaction mixture is diluted with ... As a reaction SMILES: P(N(C)C)(N(C)C)N(C)C.[C:11](Br)(Br)([F:13])[F:12].[CH3:16][O:17][C:18]1[CH:32]=[CH:31][C:21]([CH2:22][N:23]2[C:27](=[O:28])[CH2:26][CH:25]([CH:29]=O)[CH2:24]2)=[CH:20][CH:19]=1.[PH4+]>C1COCC1>[F:12][C:11]([F:13])=[CH:29][CH:25]1[CH2:24][N:23]([CH2:22][C:21]2[CH:31]=[CH:32][C:18]([O:17][CH3:16])=[CH:19][CH:20]=2)[C:27](=[O:28])[CH2:26]1. The yield is 57.3%. Solvent: C1CCOC1 (THF), C1CCOC1 (THF). Product: FC(=CC1CC(N(C1)CC1=CC=C(C=C1)OC)=O)F (4-(2,2-difluoro-vinyl)-1-(4-methoxy-benzyl)-pyrrolidin-2-one). Reactants: ClCC1=CC=C(OCC=2N=C(OC2C)C2=CC=CC=C2)C=C1 (4-(4-chloromethylphenoxymethyl)-5-methyl-2-phenyloxazole), C(C)OC1=C(C=CC(=C1)O)CCC(=O)OCC (ethyl 3-(2-ethoxy-4-hydroxyphenyl)propionate), C([O-])([O-])=O.[K+].[K+] (potassium carbonate), CN(C=O)C (N,N-dimethylformamide). Run in O (water). Conditions: temperature 90 celsius, time 2 hour. Yields the product C(C)OC1=C(C=CC(=C1)OCC1=CC=C(C=C1)OCC=1N=C(OC1C)C1=CC=CC=C1)CCC(=O)OCC (ethyl 3-[2-ethoxy-4-[4-[(5-methyl-2-phenyl-4-oxazolyl)methoxy]benzyloxy]phenyl]propionate). The yield is 82.1%. RXN SMILES: Cl[CH2:2][C:3]1[CH:22]=[CH:21][C:6]([O:7][CH2:8][C:9]2[N:10]=[C:11]([C:15]3[CH:20]=[CH:19][CH:18]=[CH:17][CH:16]=3)[O:12][C:13]=2[CH3:14])=[CH:5][CH:4]=1.[CH2:23]([O:25][C:26]1[CH:31]=[C:30]([OH:32])[CH:29]=[CH:28][C:27]=1[CH2:33][CH2:34][C:35]([O:37][CH2:38][CH3:39])=[O:36])[CH3:24].C(=O)([O-])[O-].[K+].[K+].CN(C)C=O>O>[CH2:23]([O:25][C:26]1[CH:31]=[C:30]([O:32][CH2:2][C:3]2[CH:22]=[CH:21][C:6]([O:7][CH2:8][C:9]3[N:10]=[C:11]([C:15]4[CH:20]=[CH:19][CH:18]=[CH:17][CH:16]=4)[O:12][C:13]=3[CH3:14])=[CH:5][CH:4]=2)[CH:29]=[CH:28][C:27]=1[CH2:33][CH2:34][C:35]([O:37][CH2:38][CH3:39])=[O:36])[CH3:24] |f:2.3.4|. Procedure details: A mixture of 4-(4-chloromethylphenoxymethyl)-5-methyl-2-phenyloxazole (1.19 g), ethyl 3-(2-ethoxy-4-hydroxyphenyl)propionate (0.76 g), anhydrous potassium carbonate (0.44 g) and N,N-dimethylformamide (30 mL) was stirred at 90° C. for 2 hrs. The reaction mixture was poured into water and extracted with ethyl acetate. The organic layer was washed with saturated brine, dried over anhydrous magnesium sulfate and concentrated. The obtained residue was subjected to silica gel column chromatography to ... The reactants are C1COCCO1, CC1(C)OB(c2cnc(N)nc2)OC1(C)C, FC(F)c1nc2ccccc2n1-c1nc(Cl)cc(N2CCOCC2)n1, [K+], [K+], O=C([O-])[O-], O, Cl[Pd]Cl. Product: Nc1ncc(-c2cc(N3CCOCC3)nc(-n3c(C(F)F)nc4ccccc43)n2)cn1. As a reaction SMILES: [CH2:48]1[O:49][CH2:50][CH2:51][O:52][CH2:53]1.[CH3:26][C:27]1([CH3:28])[C:29]([CH3:30])([CH3:31])[O:32][B:33]([c:34]2[cH:35][n:36][c:37]([NH2:40])[n:38][cH:39]2)[O:41]1.[Cl:1][c:2]1[n:3][c:4](-[n:14]2[c:15]([CH:23]([F:24])[F:25])[n:16][c:17]3[c:18]2[cH:19][cH:20][cH:21][cH:22]3)[n:5][c:6]([N:8]2[CH2:9][CH2:10][O:11][CH2:12][CH2:13]2)[cH:7]1.[K+:42].[K+:43].[O-:44][C:45]([O-:46])=[O:47].[OH2:54].[Pd:55]([Cl:56])[Cl:57]>>[c:2]1(-[c:34]2[cH:35][n:36][c:37]([NH2:40])[n:38][cH:39]2)[n:3][c:4](-[n:14]2[c:15]([CH:23]([F:24])[F:25])[n:16][c:17]3[c:18]2[cH:19][cH:20][cH:21][cH:22]3)[n:5][c:6]([N:8]2[CH2:9][CH2:10][O:11][CH2:12][CH2:13]2)[cH:7]1.